Dataset: the Open Reaction Database (ORD), a public repository of structured organic reaction records. Task: describe an organic reaction: reactants, conditions, products, and yield Starting materials: C(=O)C1=CC=C(OCC(=O)OC)C=C1 (Methyl (4-formylphenoxy)acetate), IC1=CC=C(N)C=C1 (p-iodoaniline). Run in C1(=CC=CC=C1)C (toluene). Product: IC1=CC=C(C=C1)\N=C\C1=CC=C(OCC(=O)OC)C=C1 (Methyl (4-{(E)-[(4-iodophenyl)imino]methyl}phenoxy)acetate). As a reaction SMILES: [CH:1]([C:3]1[CH:14]=[CH:13][C:6]([O:7][CH2:8][C:9]([O:11][CH3:12])=[O:10])=[CH:5][CH:4]=1)=O.[I:15][C:16]1[CH:22]=[CH:21][C:19]([NH2:20])=[CH:18][CH:17]=1>C1(C)C=CC=CC=1>[I:15][C:16]1[CH:22]=[CH:21][C:19](/[N:20]=[CH:1]/[C:3]2[CH:14]=[CH:13][C:6]([O:7][CH2:8][C:9]([O:11][CH3:12])=[O:10])=[CH:5][CH:4]=2)=[CH:18][CH:17]=1. Procedure details: Methyl (4-formylphenoxy)acetate (8.0 g, 40 mmol) was dissolved in 100 ml toluene and p-iodoaniline (9.1 g, 40 mmol) was added. The mixture was refluxed over night using a Dean-Stark apparatus. The reaction mixture was partly evaporated under reduced pressure. Methanol was added to the suspension and the mixture was stirred for a few minutes. The precipitate was filtered off, washed with methanol and dried under reduced pressure over night to yield the title compound. 1H-NMR (400 MHz, CDCl3) δ: 3... Solvent: ClCCl (dichloromethane). Starting materials: CC1=CC(=CN=N1)N1CCC(CC1)NC(OC(C)(C)C)=O (tert-butyl 1-(6-methylpyridazin-4-yl)piperidin-4-ylcarbamate), Cl (HCl). Conditions: time 24 hour. Yields the product Cl.Cl.CC1=CC(=CN=N1)N1CCC(CC1)N (1-(6-Methylpyridazin-4-yl)piperidin-4-amine dihydrochloride). Isolated yield 121.1%. Procedure: To a solution tert-butyl 1-(6-methylpyridazin-4-yl)piperidin-4-ylcarbamate (2.14 g, 7.32 mmol) in dichloromethane (36 mL) was added HCl (2 M in diethylether, 18.3 mL, 36.6 mmol) and the reaction mixture was stirred at room temperature for 24 hours. The mixture was then filtered and the white precipitate was washed with dichloromethane and diethylether and dried to afford the title compound (2.35 g, 82%) as a white solid. RXN SMILES: [CH3:1][C:2]1[N:7]=[N:6][CH:5]=[C:4]([N:8]2[CH2:13][CH2:12][CH:11]([NH:14]C(=O)OC(C)(C)C)[CH2:10][CH2:9]2)[CH:3]=1.[ClH:22]>ClCCl>[ClH:22].[ClH:22].[CH3:1][C:2]1[N:7]=[N:6][CH:5]=[C:4]([N:8]2[CH2:13][CH2:12][CH:11]([NH2:14])[CH2:10][CH2:9]2)[CH:3]=1 |f:3.4.5|. Reactants: COC1=CC=C2C=CNC2=C1 (6-methoxy-1H-indole), Cl (hydrochloride), O.N1CCC(CC1)=O (4-piperidone monohydrate), [OH-].[K+] (potassium hydroxide). Run in O (water). Conditions: time 8 hour. The product is COC1=CC=C2C(=CNC2=C1)C=1CCNCC1 (6-methoxy-3-(1,2,3,6-tetrahydropyridin-4-yl)-1H-indole). RXN SMILES: [CH3:1][O:2][C:3]1[CH:11]=[C:10]2[C:6]([CH:7]=[CH:8][NH:9]2)=[CH:5][CH:4]=1.Cl.O.[NH:14]1[CH2:19][CH2:18][C:17](=O)[CH2:16][CH2:15]1.[OH-].[K+]>O>[CH3:1][O:2][C:3]1[CH:11]=[C:10]2[C:6]([C:7]([C:17]3[CH2:18][CH2:19][NH:14][CH2:15][CH:16]=3)=[CH:8][NH:9]2)=[CH:5][CH:4]=1 |f:2.3,4.5|. Procedure: A mixture of 20 g of 6-methoxy-1H-indole, 41.75 g of the hydrochloride of 4-piperidone monohydrate and 205 ml of methanolic 2 N potassium hydroxide was refluxed for 81/2 hours and was then stirred overnight at room temperature. The mixture was slowly diluted with water to a volume of 1.2 liters and crystallization was effected. The mixture was stirred for 30 minutes and was filtered and the recovered product was carefully rinsed with water and dried to obtain 23.05 g of 6-methoxy-3-(1,2,3,6-tetr... Reactants: COC1=C(C=CC=C1)C(C=C(C)C)(O)C1=NC=CC=C1 (1-(2-methoxyphenyl)-3-methyl-1-(2-pyridyl)- 2-buten-1-ol), C[S-].[Na+] (sodium methanethiolate), Cl (hydrochloric acid). Solvent: CN(C=O)C (dimethylformamide). Conditions: time 10 hour. Product: OC1=C(C=CC=C1)C(C=C(C)C)(O)C1=NC=CC=C1 (1-(2-hydroxyphenyl)-3-methyl-1(2-pyridyl)-2-buten-1-ol). Yield: 82.1%. RXN SMILES: C[O:2][C:3]1[CH:8]=[CH:7][CH:6]=[CH:5][C:4]=1[C:9]([C:15]1[CH:20]=[CH:19][CH:18]=[CH:17][N:16]=1)([OH:14])[CH:10]=[C:11]([CH3:13])[CH3:12].C[S-].[Na+].Cl>CN(C)C=O>[OH:2][C:3]1[CH:8]=[CH:7][CH:6]=[CH:5][C:4]=1[C:9]([C:15]1[CH:20]=[CH:19][CH:18]=[CH:17][N:16]=1)([OH:14])[CH:10]=[C:11]([CH3:12])[CH3:13] |f:1.2|. Reported procedure: 36.6 g of 1-(2-methoxyphenyl)-3-methyl-1-(2-pyridyl)- 2-buten-1-ol were heated at 70° C. in 200 ml of dimethylformamide with 28.6 g of sodium methanethiolate. After 10 hours the mixture was allowed to cool to room temperature, poured into dilute hydrochloric acid and extracted with ethyl acetate. The organic extract was dried over sodium sulphate and evaporated. The residue was chromatographed on silica gel using ethyl acetate for the elution to give 28.5 g of 1-(2-hydroxyphenyl)-3-methyl-1(2-py... Starting materials: CON1C(C)(C)CC(CCCCNc2nc(Cl)nc(NCCCCC3CC(C)(C)N(OC)C(C)(C)C3)n2)CC1(C)C, NCCC(=O)O. Product: CON1C(C)(C)CC(CCCCNc2nc(NCCCCC3CC(C)(C)N(OC)C(C)(C)C3)nc(NCCC(=O)O)n2)CC1(C)C. As a reaction SMILES: [Cl:1][c:2]1[n:3][c:4]([NH:25][CH2:26][CH2:27][CH2:28][CH2:29][CH:30]2[CH2:31][C:32]([CH3:40])([CH3:41])[N:33]([O:38][CH3:39])[C:34]([CH3:36])([CH3:37])[CH2:35]2)[n:5][c:6]([NH:8][CH2:9][CH2:10][CH2:11][CH2:12][CH:13]2[CH2:14][C:15]([CH3:23])([CH3:24])[N:16]([O:21][CH3:22])[C:17]([CH3:19])([CH3:20])[CH2:18]2)[n:7]1.[NH2:42][CH2:43][CH2:44][C:45](=[O:46])[OH:47]>>[c:2]1([NH:42][CH2:43][CH2:44][C:45](=[O:46])[OH:47])[n:3][c:4]([NH:25][CH2:26][CH2:27][CH2:28][CH2:29][CH:30]2[CH2:31][C:32]([CH3:40])([CH3:41])[N:33]([O:38][CH3:39])[C:34]([CH3:36])([CH3:37])[CH2:35]2)[n:5][c:6]([NH:8][CH2:9][CH2:10][CH2:11][CH2:12][CH:13]2[CH2:14][C:15]([CH3:23])([CH3:24])[N:16]([O:21][CH3:22])[C:17]([CH3:19])([CH3:20])[CH2:18]2)[n:7]1. Starting materials: C(C)(C)(C)OC(CC=1C(=NC(=NC1C#N)N)Cl)=O (2-amino-4-chloro-6-cyano-pyrimidylacetate-t-butyl ester), C(C)#N (acetonitrile), [I-].[Na+] (sodium iodide), Cl[Si](C)(C)C (chlorotrimethylsilane). Conditions: temperature 40 celsius, time 1 hour. The product is NC1=NC(=CC(=N1)Cl)CC#N (2-amino-4-chloro-6-pyrimidylacetonitrile). As a reaction SMILES: C(OC(=O)C[C:8]1[C:9]([Cl:17])=[N:10][C:11]([NH2:16])=[N:12][C:13]=1[C:14]#N)(C)(C)C.[I-].[Na+].Cl[Si](C)(C)C.[C:26](#[N:28])C>>[NH2:16][C:11]1[N:10]=[C:9]([Cl:17])[CH:8]=[C:13]([CH2:14][C:26]#[N:28])[N:12]=1 |f:1.2|. Procedure: 2-amino-4-chloro-6-cyano-pyrimidylacetate-t-butyl ester (100 g, 372.5 mmol) was suspended in dry acetonitrile (1.2 l) containing sodium iodide (55.84 g, 372.5 mmol) and warmed to 40° C. until the mixture became homogeneous. Then chlorotrimethylsilane (200 ml) was added and the orange suspension was heated at reflux. After 1 hour, TLC analysis (elute with 1:1 ethyl acetate/hexanes) indicated a complete reaction and the reaction was filtered and the filtrate was concentrated. The residue was dilut... The reactants are resultant residue, OC1=CC(=C(C=O)C=C1)OC (4-hydroxy-2-methoxybenzaldehyde), N1CCCCC1 (piperidine), C(C)(=O)O[BH-](OC(C)=O)OC(C)=O.[Na+] (sodium triacetoxyborohydride). The reagents and catalysts are CC([O-])C.[Ti+4].CC([O-])C.CC([O-])C.CC([O-])C (titanium isopropoxide). Solvent: C(Cl)Cl (DCM). Yields the product COC=1C=C(C=CC1CN1CCCCC1)O (3-Methoxy-4-piperidin-1-ylmethylphenol). The yield is 30.8%. RXN SMILES: [OH:1][C:2]1[CH:9]=[CH:8][C:5]([CH:6]=O)=[C:4]([O:10][CH3:11])[CH:3]=1.[NH:12]1[CH2:17][CH2:16][CH2:15][CH2:14][CH2:13]1.C(O[BH-](OC(=O)C)OC(=O)C)(=O)C.[Na+]>C(Cl)Cl.CC(C)[O-].[Ti+4].CC(C)[O-].CC(C)[O-].CC(C)[O-]>[CH3:11][O:10][C:4]1[CH:3]=[C:2]([OH:1])[CH:9]=[CH:8][C:5]=1[CH2:6][N:12]1[CH2:17][CH2:16][CH2:15][CH2:14][CH2:13]1 |f:2.3,5.6.7.8.9|. Procedure details: To a pre-stirred solution of 4-hydroxy-2-methoxybenzaldehyde (1.02 g, 6.7 mmol), titanium isopropoxide (2.14 mL, 7.0 mmol) and piperidine (0.70 mL, 7.0 mmol) in DCM (20 mL) was added sodium triacetoxyborohydride (2.84 g, 13.4 mmol) in portions. After 3 h the reaction mixture was quenched by the addition of methanol (1.0 mL) and then the solvents were removed under reduced pressure to afford a residue. The resultant residue was then loaded onto an SCX-2 cartridge (10 g) and eluted with 2N ammonia... Reactants: FC1=CC2=C(NC(NS2(=O)=O)=O)C=C1 (7-fluoro-2H,4H-benzo[e]1,2,4-thiadiazine-1,1,3-trione), [OH-].[Na+] (sodium hydroxide). The solvent is S(O)(O)(=O)=O (sulfuric acid). Reaction conditions: temperature 130 celsius, time 1 hour. Yields the product NC1=C(C=C(C=C1)F)S(=O)(=O)N (2-amino-5-fluorobenzenesulfonamide). Reaction SMILES: [F:1][C:2]1[CH:14]=[CH:13][C:5]2[NH:6]C(=O)[NH:8][S:9](=[O:11])(=[O:10])[C:4]=2[CH:3]=1.[OH-].[Na+]>S(=O)(=O)(O)O>[NH2:6][C:5]1[CH:13]=[CH:14][C:2]([F:1])=[CH:3][C:4]=1[S:9]([NH2:8])(=[O:11])=[O:10] |f:1.2|. Procedure: After suspending 7-fluoro-2H,4H-benzo[e]1,2,4-thiadiazine-1,1,3-trione (3.00 g, 13.9 mmol) in 50% sulfuric acid (90 mL), the mixture was stirred at 130° C. for 1 hour. The reaction mixture was cooled in an ice bath while adding 40% aqueous sodium hydroxide for neutralization. The aqueous solution was concentrated under reduced pressure to 200 mL, and the precipitate was filtered out. It was then suspended in ethyl acetate (100 mL), and the insoluble portion was filtered out. The filtrate was con... Reactants: Cc1ccc(S(=O)(=O)n2ccc3c2ncc2c(Br)nc(C4CCCCC4)n23)cc1, O=C([O-])[O-], C1CCOC1, CCOC(=O)C=CB1OC(C)(C)C(C)(C)O1, [Na+], [Na+], O. The product is CCOC(=O)C=Cc1nc(C2CCCCC2)n2c1cnc1c2ccn1S(=O)(=O)c1ccc(C)cc1. RXN SMILES: [Br:1][c:2]1[n:3][c:4]([CH:24]2[CH2:25][CH2:26][CH2:27][CH2:28][CH2:29]2)[n:5]2[c:6]1[cH:7][n:8][c:9]1[c:10]2[cH:11][cH:12][n:13]1[S:14](=[O:15])(=[O:16])[c:17]1[cH:18][cH:19][c:20]([CH3:21])[cH:22][cH:23]1.[C:46](=[O:47])([O-:48])[O-:49].[CH2:53]1[O:54][CH2:55][CH2:56][CH2:57]1.[CH3:30][C:31]1([CH3:32])[C:33]([CH3:34])([CH3:35])[O:36][B:37]([CH:38]=[CH:39][C:40](=[O:41])[O:42][CH2:43][CH3:44])[O:45]1.[Na+:50].[Na+:51].[OH2:52]>>[c:2]1([CH:38]=[CH:39][C:40](=[O:41])[O:42][CH2:43][CH3:44])[n:3][c:4]([CH:24]2[CH2:25][CH2:26][CH2:27][CH2:28][CH2:29]2)[n:5]2[c:6]1[cH:7][n:8][c:9]1[c:10]2[cH:11][cH:12][n:13]1[S:14](=[O:15])(=[O:16])[c:17]1[cH:18][cH:19][c:20]([CH3:21])[cH:22][cH:23]1. Reactants: FC=1C=C(OC=2C=NC=CC2)C=C(C1)[N+](=O)[O-] (3-(3-fluoro-5-nitrophenoxy)pyridine). Reagents/catalysts: [C].[Pd] (palladium-carbon). Run in CO (methanol). Run at time 2 hour. Product: FC=1C=C(N)C=C(C1)OC=1C=NC=CC1 (3-fluoro-5-(pyridine-3-yloxy)aniline). RXN SMILES: [F:1][C:2]1[CH:3]=[C:4]([CH:12]=[C:13]([N+:15]([O-])=O)[CH:14]=1)[O:5][C:6]1[CH:7]=[N:8][CH:9]=[CH:10][CH:11]=1>[C].[Pd].CO>[F:1][C:2]1[CH:14]=[C:13]([CH:12]=[C:4]([O:5][C:6]2[CH:7]=[N:8][CH:9]=[CH:10][CH:11]=2)[CH:3]=1)[NH2:15] |f:1.2|. Procedure: A palladium-carbon catalyst was added to a solution of 3-(3-fluoro-5-nitrophenoxy)pyridine (8.0 g) in methanol (70 ml), and the reaction solution was stirred under hydrogen atmosphere at room temperature for 2 hours. The reaction solution was filtered through Celite, and the filtrate was distilled off under reduced pressure to obtain a crude product as a yellow oil.